From a dataset of the Open Reaction Database (ORD), a public repository of structured organic reaction records. describe an organic reaction: reactants, conditions, products, and yield The reactants are C1CCOC1, O=C(Cl)OCc1ccccc1, Nc1cc(O)cc(O)c1, [Na+], O, O=C([O-])O. Yields the product O=C(Nc1cc(O)cc(O)c1)OCc1ccccc1. As a reaction SMILES: [CH2:26]1[O:27][CH2:28][CH2:29][CH2:30]1.[Cl:15][C:16](=[O:17])[O:18][CH2:19][c:20]1[cH:21][cH:22][cH:23][cH:24][cH:25]1.[NH2:1][c:2]1[cH:3][c:4]([OH:9])[cH:5][c:6]([OH:8])[cH:7]1.[Na+:10].[OH2:31].[OH:11][C:12](=[O:13])[O-:14]>>[NH:1]([c:2]1[cH:3][c:4]([OH:9])[cH:5][c:6]([OH:8])[cH:7]1)[C:16](=[O:17])[O:18][CH2:19][c:20]1[cH:21][cH:22][cH:23][cH:24][cH:25]1. Run in CN(C)C=O (DMF), CN(C)C=O (DMF). RXN SMILES: [H-].[Na+].[CH3:3][C:4]1([CH3:20])[CH2:13][CH2:12][C:11]([CH3:15])([CH3:14])[C:10]2[CH:9]=[C:8]([CH2:16][C:17]([OH:19])=[O:18])[CH:7]=[CH:6][C:5]1=2.[CH2:21](Br)[C:22]1[CH:27]=[CH:26][CH:25]=[CH:24][CH:23]=1.O>CN(C=O)C>[CH3:3][C:4]1([CH3:20])[CH2:13][CH2:12][C:11]([CH3:14])([CH3:15])[C:10]2[CH:9]=[C:8]([CH2:16][C:17]([O:19][CH2:21][C:22]3[CH:27]=[CH:26][CH:25]=[CH:24][CH:23]=3)=[O:18])[CH:7]=[CH:6][C:5]1=2 |f:0.1|. Reactants: CC1(C=2C=CC(=CC2C(CC1)(C)C)CC(=O)O)C (5,6,7,8-tetrahydro-5,5,8,8-tetramethyl-2-naphthylacetic acid), [H-].[Na+] (sodium hydride), O (water), C(C1=CC=CC=C1)Br (benzyl bromide). Reported procedure: 730 mg (0.024 mol) of sodium hydride (80 and 100 ml of DMF were introduced into a three-necked flank under a nitrogen stream. A solution of 5 g (0.02 mol) of 5,6,7,8-tetrahydro-5,5,8,8-tetramethyl-2-naphthylacetic acid in 40 ml of DMF was added dropwise and the mixture was stirred until the gaseous emission ceased. 2.9 ml (0.024 mol) of benzyl bromide were then added and the mixture was stirred at room temperature for 4 hours. The reaction medium was poured into water, and extracted with ethyl a... Yields the product CC1(C=2C=CC(=CC2C(CC1)(C)C)CC(=O)OCC1=CC=CC=C1)C (benzyl 5,6,7,8-tetrahydro-5,5,8,8-tetramethyl-2-naphthylacetate).